Task: describe an organic reaction: reactants, conditions, products, and yield. Dataset: the Open Reaction Database (ORD), a public repository of structured organic reaction records Reactants: CC=1N(N=C2C=CC3=C(C12)C(CC3)=O)C (1,2-dimethyl-6,7-dihydrocyclopenta[e]indazol-8(2H)-one), C(#N)CP(OCC)(OCC)=O (diethyl cyanomethylphosphonate), [H-].[Na+] (sodium hydride). Solvent: O1CCCC1 (tetrahydrofuran), O1CCCC1 (tetrahydrofuran), C(O)([O-])=O.[Na+] (sodium hydrogen carbonate). Reaction conditions: time 15 minute. Product: CC=1N(N=C2C=CC3=C(C12)C(CC3)=CC#N)C ((1,2-dimethyl-6,7-dihydrocyclopenta[e]indazol-8(2H)-ylidene)acetonitrile). Isolated yield 45.2%. As a reaction SMILES: [H-].[Na+].[C:3]([CH2:5]P(=O)(OCC)OCC)#[N:4].[CH3:14][C:15]1[N:16]([CH3:28])[N:17]=[C:18]2[C:23]=1[C:22]1[C:24](=O)[CH2:25][CH2:26][C:21]=1[CH:20]=[CH:19]2>O1CCCC1.C(=O)([O-])O.[Na+]>[CH3:14][C:15]1[N:16]([CH3:28])[N:17]=[C:18]2[C:23]=1[C:22]1[C:24](=[CH:5][C:3]#[N:4])[CH2:25][CH2:26][C:21]=1[CH:20]=[CH:19]2 |f:0.1,5.6|. Procedure details: To a suspension of 60% sodium hydride (58.1 mg, 1.45 mmol) in tetrahydrofuran (4 mL) was added diethyl cyanomethylphosphonate (255 μL, 1.58 mmol), and the mixture was stirred at room temperature for 15 min. A solution of 1,2-dimethyl-6,7-dihydrocyclopenta[e]indazol-8(2H)-one (243 mg, 1.21 mmol) in tetrahydrofuran (8 mL) was added thereto, and the mixture was stirred at 60° C. for 24 hr. The reaction solution was diluted with saturated aqueous sodium hydrogen carbonate solution, extracted with et... Run at time 2 hour. Procedure: 2-(2-Isopropyl-5-methyl-2H-[1,2,4]triazol-3-yl)-4,5-dihydro-6-oxa-1,3a-diazabenzo[e]azulen-8-ol from Example 4 (300 mg, 0.92 mmol), 4-(2,2,2-trifluoro-1-trifluoromethanesulfonyloxyethyl)piperidine-1-carboxylic acid benzyl ester (870 mg, 2.1 mmol) and Cs2CO3 (680 mg, 2.1 mmol) were suspended in DMF (5 mL), stirred at RT for 2 h and then heated at 80° C. for 18 h. The reaction mixture was then quenched with water and extracted with EtOAc. The organic phase was washed with brine, dried over MgSO4 a... Product: C(C1=CC=CC=C1)OC(=O)N1CCC(CC1)C(C(F)(F)F)OC1=CC2=C(C3=NC(=CN3CCO2)C=2N(N=C(N2)C)C(C)C)C=C1 (4-{2,2,2-Trifluoro-1-[2-(2-isopropyl-5-methyl-2H-[1,2,4]triazol-3-yl)-4,5-dihydro-6-oxa-1,3a-diazabenzo[e]azulen-8-yloxy]ethyl}piperidine-1-carboxylic acid benzyl ester). The reactants are C(C1=CC=CC=C1)OC(=O)N1CCC(CC1)C(CC)OC1=CC2=C(C3=NC(=CN3CCO2)C=2N(N=C(N2)C)C(C)C)C=C1 (4-{1-[2-(2-Isopropyl-5-methyl-2H-[1,2,4]triazol-3-yl)-4,5-dihydro-6-oxa-1,3a-diazabenzo[e]azulen-8-yloxy]propyl}piperidine-1-carboxylic acid benzylester), C(C1=CC=CC=C1)OC(=O)N1CCC(CC1)C(C(F)(F)F)OS(=O)(=O)C(F)(F)F (4-(2,2,2-trifluoro-1-trifluoromethanesulfonyloxyethyl)piperidine-1-carboxylic acid benzyl ester), C(=O)([O-])[O-].[Cs+].[Cs+] (Cs2CO3). The yield is 36.5%. As a reaction SMILES: C(OC(N1CCC(C(O[C:21]2[CH:43]=[CH:42][C:24]3[C:25]4[N:29]([CH2:30][CH2:31][O:32][C:23]=3[CH:22]=2)[CH:28]=[C:27]([C:33]2[N:34]([CH:39]([CH3:41])[CH3:40])[N:35]=[C:36]([CH3:38])[N:37]=2)[N:26]=4)CC)CC1)=O)C1C=CC=CC=1.[CH2:44]([O:51][C:52]([N:54]1[CH2:59][CH2:58][CH:57]([CH:60]([O:65]S(C(F)(F)F)(=O)=O)[C:61]([F:64])([F:63])[F:62])[CH2:56][CH2:55]1)=[O:53])[C:45]1[CH:50]=[CH:49][CH:48]=[CH:47][CH:46]=1.C([O-])([O-])=O.[Cs+].[Cs+]>CN(C=O)C>[CH2:44]([O:51][C:52]([N:54]1[CH2:59][CH2:58][CH:57]([CH:60]([O:65][C:21]2[CH:43]=[CH:42][C:24]3[C:25]4[N:29]([CH2:30][CH2:31][O:32][C:23]=3[CH:22]=2)[CH:28]=[C:27]([C:33]2[N:34]([CH:39]([CH3:41])[CH3:40])[N:35]=[C:36]([CH3:38])[N:37]=2)[N:26]=4)[C:61]([F:64])([F:63])[F:62])[CH2:56][CH2:55]1)=[O:53])[C:45]1[CH:50]=[CH:49][CH:48]=[CH:47][CH:46]=1 |f:2.3.4|. Solvent: CN(C)C=O (DMF).